This data is from the Open Reaction Database (ORD), a public repository of structured organic reaction records. The task is: describe an organic reaction: reactants, conditions, products, and yield Starting materials: C(C)(C)(C)OC(=O)C=1C(=CC=CC1)C1=CC(=C(C=C1)CN1C(=NC(=C1C=NO)C=C)OCCC)F (4′-[2-Propoxy-5-(hydroxyiminomethyl)-4-vinylimidazol-1-ylmethyl]-3′-fluorobiphenyl-2-carboxylic acid t-butyl ester), S(O)(O)(=O)=O (sulfuric acid), C (carbon black), O (water). Reagents/catalysts: [Pd] (Pd/C), [Pd] (palladium). The solvent is CCOC(=O)C (EtOAc). Conditions: time 2 hour. Product: C(C)(C)(C)OC(=O)C=1C(=CC=CC1)C1=CC(=C(C=C1)CN1C(=NC(=C1C=O)C=C)OCCC)F (4′-(2-Propoxy-5-formyl-4-vinylimidazol-1-ylmethyl)-3′-fluorobiphenyl-2-carboxylic acid t-butyl ester). As a reaction SMILES: [C:1]([O:5][C:6]([C:8]1[C:9]([C:14]2[CH:19]=[CH:18][C:17]([CH2:20][N:21]3[C:25]([CH:26]=NO)=[C:24]([CH:29]=[CH2:30])[N:23]=[C:22]3[O:31][CH2:32][CH2:33][CH3:34])=[C:16]([F:35])[CH:15]=2)=[CH:10][CH:11]=[CH:12][CH:13]=1)=[O:7])([CH3:4])([CH3:3])[CH3:2].S(=O)(=O)(O)[OH:37].C.O>CCOC(C)=O.[Pd]>[C:1]([O:5][C:6]([C:8]1[C:9]([C:14]2[CH:19]=[CH:18][C:17]([CH2:20][N:21]3[C:25]([CH:26]=[O:37])=[C:24]([CH:29]=[CH2:30])[N:23]=[C:22]3[O:31][CH2:32][CH2:33][CH3:34])=[C:16]([F:35])[CH:15]=2)=[CH:10][CH:11]=[CH:12][CH:13]=1)=[O:7])([CH3:3])([CH3:2])[CH3:4]. Procedure: Intermediate (18c) (7.4 g, 15.0 mmol) was dissolved in EtOAc (200 mL), followed by the addition of sulfuric acid (1.50 mL). 10% Pd/C, Degussa type, wet 50% (0.05:0.45:0.5, palladium:carbon black:water, 16.0 g) was then added and the mixture was degassed with nitrogen and then stirred at room temperature under hydrogen for 2 hours. The mixture was then degassed with nitrogen, the palladium was filtered off under nitrogen and the resulting material was concentrated to obtain the title compound as ...